From a dataset of the Open Reaction Database (ORD), a public repository of structured organic reaction records. describe an organic reaction: reactants, conditions, products, and yield The product is NC(=S)C1CCCc2c1ncc1c2CCCC1. As a reaction SMILES: [CH2:15]([Li:16])[CH2:17][CH2:18][CH3:19].[CH2:1]1[CH2:2][CH2:3][CH2:4][c:5]2[n:6][cH:7][c:8]3[c:13]([c:14]21)[CH2:12][CH2:11][CH2:10][CH2:9]3.[CH3:20][CH2:21][CH2:22][CH2:23][CH2:24][CH3:25].[CH3:41][Si:42]([CH3:43])([CH3:44])[N:45]=[C:46]=[S:47].[ClH:48].[Li:26][CH:27]1[c:28]2[c:29]([c:30]3[c:31]([cH:32][n:33]2)[CH2:34][CH2:35][CH2:36][CH2:37]3)[CH2:38][CH2:39][CH2:40]1.[cH:49]1[cH:50][cH:51][cH:52][cH:53][cH:54]1>>[CH2:1]1[CH2:2][CH2:3][CH:4]([C:46]([NH2:45])=[S:47])[c:5]2[n:6][cH:7][c:8]3[c:13]([c:14]21)[CH2:12][CH2:11][CH2:10][CH2:9]3. The reactants are [Li]CCCC, c1nc2c(c3c1CCCC3)CCCC2, CCCCCC, C[Si](C)(C)N=C=S, Cl, [Li]C1CCCc2c1ncc1c2CCCC1, c1ccccc1. Reactants: Cl, O=N[O-], Cn1nc(N)cc1C(F)(F)F, [Na+], O, Cl[Sn](Cl)(Cl)Cl. Yields the product Cn1nc(NN)cc1C(F)(F)F. As a reaction SMILES: [ClH:21].[N:12]([O-:13])=[O:14].[NH2:1][c:2]1[n:3][n:4]([CH3:11])[c:5]([C:7]([F:8])([F:9])[F:10])[cH:6]1.[Na+:15].[OH2:22].[Sn:16]([Cl:17])([Cl:18])([Cl:19])[Cl:20]>>[NH:1]([c:2]1[n:3][n:4]([CH3:11])[c:5]([C:7]([F:8])([F:9])[F:10])[cH:6]1)[NH2:12]. Starting materials: Cc1c[nH]c2cc([N+](=O)[O-])ccc12, Cc1c[nH]c2cccc([N+](=O)[O-])c12, CCO. The product is Cc1c[nH]c2cc(N)ccc12. As a reaction SMILES: [CH3:14][c:15]1[cH:16][nH:17][c:18]2[cH:19][c:20]([N+:24]([O-:25])=[O:26])[cH:21][cH:22][c:23]12.[CH3:1][c:2]1[c:3]2[c:4]([cH:5][cH:6][cH:7][c:8]2[N+:9]([O-:10])=[O:11])[nH:12][cH:13]1.[CH3:27][CH2:28][OH:29]>>[CH3:14][c:15]1[cH:16][nH:17][c:18]2[cH:19][c:20]([NH2:24])[cH:21][cH:22][c:23]12. Starting materials: B, CC(C)(C)OC(=O)NC1CC=CC1, CCOC(C)=O, [Na+], C1CCOC1, C1CCOC1, [OH-], OO. Yields the product CC(C)(C)OC(=O)NC1CCC(O)C1. RXN SMILES: [BH3:6].[C:7]([CH3:8])([CH3:9])([CH3:10])[O:11][C:12]([NH:13][CH:14]1[CH2:15][CH:16]=[CH:17][CH2:18]1)=[O:19].[CH3:29][CH2:30][O:31][C:32](=[O:33])[CH3:34].[Na+:21].[O:1]1[CH2:2][CH2:3][CH2:4][CH2:5]1.[O:24]1[CH2:25][CH2:26][CH2:27][CH2:28]1.[OH-:20].[OH:22][OH:23]>>[OH:1][CH:17]1[CH2:16][CH2:15][CH:14]([NH:13][C:12]([O:11][C:7]([CH3:8])([CH3:9])[CH3:10])=[O:19])[CH2:18]1.